Dataset: the Open Reaction Database (ORD), a public repository of structured organic reaction records. Task: describe an organic reaction: reactants, conditions, products, and yield Reactants: OC1C(NC(C2=CC=CC=C12)=O)(C)C (4-hydroxy-3,3-dimethyl-3,4-dihydro-2H-isoquinolin-1-one), C1(=CC=CC=C1)P(C1=CC=CC=C1)C1=CC=CC=C1 (triphenylphosphine), COC(=O)C=1N=CNC1 (methyl-4-imidazolecarboxylate), N(=NC(=O)OC(C)(C)C)C(=O)OC(C)(C)C (di-tert-butyl azodicarboxylate), Cl (HCl), O1CCOCC1 (dioxane). Solvent: C1CCOC1 (THF), C(=O)(O)[O-].[Na+] (NaHCO3), C(C)(=O)OCC (ethyl acetate), C(=O)(O)[O-].[Na+] (NaHCO3). Conditions: temperature 0 celsius, time 45 minute. Yields the product COC(=O)C=1N(C=NC1)C1C(NC(C2=CC=CC=C12)=O)(C)C (3-(3,3-dimethyl-1-oxo-1,2,3,4-tetrahydro-isoquinolin-4-yl)-3H-imidazole-4-carboxylic acid methyl ester). Reaction SMILES: O[CH:2]1[C:11]2[C:6](=[CH:7][CH:8]=[CH:9][CH:10]=2)[C:5](=[O:12])[NH:4][C:3]1([CH3:14])[CH3:13].C1(P(C2C=CC=CC=2)C2C=CC=CC=2)C=CC=CC=1.[CH3:34][O:35][C:36]([C:38]1[N:39]=[CH:40][NH:41][CH:42]=1)=[O:37].N(C(OC(C)(C)C)=O)=NC(OC(C)(C)C)=O.Cl.O1CCOCC1>C1COCC1.C(OCC)(=O)C.C([O-])(O)=O.[Na+]>[CH3:34][O:35][C:36]([C:38]1[N:39]([CH:2]2[C:11]3[C:6](=[CH:7][CH:8]=[CH:9][CH:10]=3)[C:5](=[O:12])[NH:4][C:3]2([CH3:14])[CH3:13])[CH:40]=[N:41][CH:42]=1)=[O:37] |f:8.9|. Reported procedure: To a solution of 4-hydroxy-3,3-dimethyl-3,4-dihydro-2H-isoquinolin-1-one (1.15 g, 6.0 mmol) in THF (85 mL) is added triphenylphosphine (2.7 g, 10.2 mmol), and methyl-4-imidazolecarboxylate (1.3 g, 10.2 mmol). The heterogeneous reaction mixture is cooled to 0° C. and di-tert-butyl azodicarboxylate (2.4 g, 10.2 mmol) is added. The reaction is allowed to warm to room temperature and stirred for 45 min, and then heated at 40° C. for an additional 75 min, at which time the reaction is cooled to 0° C.... Reactants: C(O)CN (ethanolamine), C(CCCCCCCCCCC)(=O)O (lauric acid). The solvent is C1(=CC=CC=C1)C (toluene). Conditions: temperature 140 celsius. Yields the product OCCNC(CCCCCCCCCCC)=O (N-(2-hydroxyethyl)lauramide). Reaction SMILES: [CH2:1]([CH2:3][NH2:4])[OH:2].[C:5](O)(=[O:17])[CH2:6][CH2:7][CH2:8][CH2:9][CH2:10][CH2:11][CH2:12][CH2:13][CH2:14][CH2:15][CH3:16]>C1(C)C=CC=CC=1>[OH:2][CH2:1][CH2:3][NH:4][C:5](=[O:17])[CH2:6][CH2:7][CH2:8][CH2:9][CH2:10][CH2:11][CH2:12][CH2:13][CH2:14][CH2:15][CH3:16]. Procedure details: To a solution of 24 g (0.4 mole) ethanolamine in 100 ml toluene was added 40 g (0.2) lauric acid at 50° C. The mixture was refluxed for 6 hours. Toluene was gradually removed to increase the final pot temperature to 140° C. The distillate was collected in a Stark & Dean trap. The toluene was removed by vacuum stripping and the residue was crystallized from n-hexane. The title compound (44 g) thus obtained melted at 80°-84° C. The reactants are [Br-], C1CCOC1, C[P+](c1ccccc1)(c1ccccc1)c1ccccc1, C[Si](C)(C)[N-][Si](C)(C)C, Cl, [K+], O=CC1CCCN1S(=O)(=O)c1ccccc1. Product: C=CC1CCCN1S(=O)(=O)c1ccccc1. As a reaction SMILES: [Br-:28].[CH2:49]1[O:50][CH2:51][CH2:52][CH2:53]1.[CH3:29][P+:30]([c:31]1[cH:32][cH:33][cH:34][cH:35][cH:36]1)([c:37]1[cH:38][cH:39][cH:40][cH:41][cH:42]1)[c:43]1[cH:44][cH:45][cH:46][cH:47][cH:48]1.[CH3:2][Si:3]([N-:4][Si:5]([CH3:6])([CH3:7])[CH3:8])([CH3:9])[CH3:10].[ClH:27].[K+:1].[c:11]1([S:17](=[O:18])(=[O:19])[N:20]2[CH:21]([CH:25]=[O:26])[CH2:22][CH2:23][CH2:24]2)[cH:12][cH:13][cH:14][cH:15][cH:16]1>>[CH2:2]=[CH:25][CH:21]1[N:20]([S:17]([c:11]2[cH:12][cH:13][cH:14][cH:15][cH:16]2)(=[O:18])=[O:19])[CH2:24][CH2:23][CH2:22]1. Starting materials: C(C)(C)(C)C=1C=C(C=CC1)C1(CCC(CC1)=O)NC(OC(C)(C)C)=O (tert-butyl 1-(3-tert-butylphenyl)-4-oxocyclohexylcarbamate), C(C)(C)(C)OC(N(C)C)N(C)C (tert-butoxybis(dimethylamino)methane). Run in C1(=CC=CC=C1)C (Toluene). Run at temperature 85 celsius, time 8 hour. Yields the product C(C)(C)(C)C=1C=C(C=CC1)C1(C\C(\C(CC1)=O)=C/N(C)C)NC(OC(C)(C)C)=O ((E)-tert-butyl 1-(3-tert-butylphenyl)-3-((dimethylamino)methylene)-4-oxocyclohexylcarbamate). RXN SMILES: [C:1]([C:5]1[CH:6]=[C:7]([C:11]2([NH:18][C:19](=[O:25])[O:20][C:21]([CH3:24])([CH3:23])[CH3:22])[CH2:16][CH2:15][C:14](=[O:17])[CH2:13][CH2:12]2)[CH:8]=[CH:9][CH:10]=1)([CH3:4])([CH3:3])[CH3:2].C(O[CH:31](N(C)C)[N:32]([CH3:34])[CH3:33])(C)(C)C>C1(C)C=CC=CC=1>[C:1]([C:5]1[CH:6]=[C:7]([C:11]2([NH:18][C:19](=[O:25])[O:20][C:21]([CH3:24])([CH3:23])[CH3:22])[CH2:16][CH2:15][C:14](=[O:17])/[C:13](=[CH:31]/[N:32]([CH3:34])[CH3:33])/[CH2:12]2)[CH:8]=[CH:9][CH:10]=1)([CH3:4])([CH3:2])[CH3:3]. Procedure: To a stirred solution of tert-butyl 1-(3-tert-butylphenyl)-4-oxocyclohexylcarbamate (691 mg, 2.0 mmol) in Toluene (5 mL) was added tert-butoxybis(dimethylamino)methane (454 μL, 2.2 mmol). The reaction was stirred at 85° C. overnight. The reaction was concentrated and used crude in the next step.